This data is from the Open Reaction Database (ORD), a public repository of structured organic reaction records. The task is: describe an organic reaction: reactants, conditions, products, and yield The reactants are C(=O)(O)[O-].[Na+] (NaHCO3), C(C)OC(=O)C=1NC2=CC=C(C=C2C1)[N+](=O)[O-] (5-nitro-1H-indole-2-carboxylic acid ethyl ester), CCN=C=NCCCN(C)C.Cl (EDC.HCl), Cl.CN(CC(=O)O)C (N,N-dimethylglycine hydrochloride). Reagents/catalysts: [Pd] (Pd/C). Solvent: CCOC(=O)C (EtOAc), CCOC(=O)C (EtOAc), O (water). Conditions: temperature 0 celsius, time 21 hour. The product is C(C)OC(=O)C=1NC2=CC=C(C=C2C1)NC(CN(C)C)=O (5-(2-(N,N-Dimethylamino)acetylamino)-1H-indole-2-carboxylic acid ethyl ester). Yield: 67.6%. RXN SMILES: [CH2:1]([O:3][C:4]([C:6]1[NH:7][C:8]2[C:13]([CH:14]=1)=[CH:12][C:11]([N+:15]([O-])=O)=[CH:10][CH:9]=2)=[O:5])[CH3:2].CCN=C=NCCCN(C)C.Cl.Cl.[CH3:31][N:32]([CH3:37])[CH2:33][C:34](O)=[O:35].C([O-])(O)=O.[Na+]>CCOC(C)=O.O.[Pd]>[CH2:1]([O:3][C:4]([C:6]1[NH:7][C:8]2[C:13]([CH:14]=1)=[CH:12][C:11]([NH:15][C:34](=[O:35])[CH2:33][N:32]([CH3:37])[CH3:31])=[CH:10][CH:9]=2)=[O:5])[CH3:2] |f:1.2,3.4,5.6|. Reported procedure: A solution of 5-nitro-1H-indole-2-carboxylic acid ethyl ester (28) (750 mg, 3.20 mmol) in EtOAc (125 mL) was hydrogenated over Pd/C (10%, 300 mg) at 60 psi H2 for 5 h at room temperature. Then, the solid was removed by filtration through Celite, which was washed thoroughly with CH2Cl2 (400 mL) and MeOH (400 mL), and the filtrate was concentrated in vacuo. The residue was dissolved in DMF (30 mL) and the solution was cooled to 0° C. EDC.HCl (1.84 g, 9.60 mmol) and N,N-dimethylglycine hydrochlorid... Product: COC(=O)Oc1cc(N)c(F)cc1F. Reaction SMILES: [CH3:19][CH2:20][OH:21].[CH3:22][CH2:23][O:24][C:25](=[O:26])[CH3:27].[F:1][c:2]1[c:3]([N+:14]([O-:15])=[O:16])[cH:4][c:5]([O:9][C:10](=[O:11])[O:12][CH3:13])[c:6]([F:8])[cH:7]1.[H:17][H:18]>>[F:1][c:2]1[c:3]([NH2:14])[cH:4][c:5]([O:9][C:10](=[O:11])[O:12][CH3:13])[c:6]([F:8])[cH:7]1. The reactants are CCO, CCOC(C)=O, COC(=O)Oc1cc([N+](=O)[O-])c(F)cc1F, [H][H]. Reactants: BrC=1C=C2C(=C(C=NC2=CC1)C(=O)C1CC1)N1CCC(CC1)N1CCN(CC1)C ({6-bromo-4-[4-(4-methylpiperazin-1-yl)piperidin-1-yl]quinolin-3-yl}(cyclopropyl)methanone), ClC=1C=C(C=CC1O)B(O)O (3-chloro-4-hydroxyphenylboronic acid). The product is ClC=1C=C(C=CC1O)C=1C=C2C(=C(C=NC2=CC1)C(=O)C1CC1)N1CCC(CC1)N1CCN(CC1)C ({6-(3-Chloro-4-hydroxyphenyl)-4-[4-(4-methylpiperazin-1-yl)piperidin-1-yl]quinolin-3-yl}(cyclopropyl)methanone). Yield: 57.9%. Reaction SMILES: Br[C:2]1[CH:3]=[C:4]2[C:9](=[CH:10][CH:11]=1)[N:8]=[CH:7][C:6]([C:12]([CH:14]1[CH2:16][CH2:15]1)=[O:13])=[C:5]2[N:17]1[CH2:22][CH2:21][CH:20]([N:23]2[CH2:28][CH2:27][N:26]([CH3:29])[CH2:25][CH2:24]2)[CH2:19][CH2:18]1.[Cl:30][C:31]1[CH:32]=[C:33](B(O)O)[CH:34]=[CH:35][C:36]=1[OH:37]>>[Cl:30][C:31]1[CH:32]=[C:33]([C:2]2[CH:3]=[C:4]3[C:9](=[CH:10][CH:11]=2)[N:8]=[CH:7][C:6]([C:12]([CH:14]2[CH2:15][CH2:16]2)=[O:13])=[C:5]3[N:17]2[CH2:22][CH2:21][CH:20]([N:23]3[CH2:28][CH2:27][N:26]([CH3:29])[CH2:25][CH2:24]3)[CH2:19][CH2:18]2)[CH:34]=[CH:35][C:36]=1[OH:37]. Procedure details: Following general procedure D, {6-bromo-4-[4-(4-methylpiperazin-1-yl)piperidin-1-yl]quinolin-3-yl}(cyclopropyl)methanone (30 mg, 0.065 mmol) was reacted with 3-chloro-4-hydroxyphenylboronic acid (26 mg, 0.150 mmol) to afford the desired product (19 mg, 57%) as a yellow solid: 1H NMR (500 MHz, CD3OD) δ 8.76 (s, 1H), 8.28 (s, 1H), 8.06-7.98 (m, 2H), 7.71 (d, J=2.3 Hz, 1H), 7.54 (dd, J=8.4, 2.3 Hz, 1H), 7.09-7.03 (m, 1H), 3.55 (d, J=12.8 Hz, 2H), 3.34 (s, 3H), 3.23-3.15 (m, 2H), 2.81-2.50 (m, 8H), ... Starting materials: CC1=NC=CC(=C1)C(=O)O (2-methyl-4-pyridinecarboxylic acid), C(CCl)Cl (EDC), C=1C=CC2=C(C1)N=NN2O (HOBt), CCN(C(C)C)C(C)C (DIPEA), Cl.CC1=CNC=2N=CN=C(C21)N2CCC(CC2)N (1-(5-methyl-7H-pyrrolo[2,3-d]pyrimidin-4-yl)-4-piperidinamine hydrochloride). Run in C(Cl)Cl (DCM). Run at time 10 minute. Yields the product CC1=NC=CC(=C1)C(=O)NC1CCN(CC1)C=1C2=C(N=CN1)NC=C2C (2-Methyl-N-[1-(5-methyl-7H-pyrrolo[2,3-d]pyrimidin-4-yl)-4-piperidinyl]-4-pyridinecarboxamide). RXN SMILES: [CH3:1][C:2]1[CH:7]=[C:6]([C:8]([OH:10])=O)[CH:5]=[CH:4][N:3]=1.C(Cl)CCl.C1C=CC2N(O)N=NC=2C=1.CCN(C(C)C)C(C)C.Cl.[CH3:35][C:36]1[C:44]2[C:43]([N:45]3[CH2:50][CH2:49][CH:48]([NH2:51])[CH2:47][CH2:46]3)=[N:42][CH:41]=[N:40][C:39]=2[NH:38][CH:37]=1>C(Cl)Cl>[CH3:1][C:2]1[CH:7]=[C:6]([C:8]([NH:51][CH:48]2[CH2:47][CH2:46][N:45]([C:43]3[C:44]4[C:36]([CH3:35])=[CH:37][NH:38][C:39]=4[N:40]=[CH:41][N:42]=3)[CH2:50][CH2:49]2)=[O:10])[CH:5]=[CH:4][N:3]=1 |f:4.5|. Procedure: To a mixture of 2-methyl-4-pyridinecarboxylic acid (41 mg, 0.299 mmol), EDC (86 mg, 0.448 mmol), HOBt (68.6 mg, 0.448 mmol) and DIPEA (0.130 mL, 0.747 mmol) in DCM (1 mL), prestirred for 10 minutes, was added 1-(5-methyl-7H-pyrrolo[2,3-d]pyrimidin-4-yl)-4-piperidinamine hydrochloride D11 (80 mg) and the mixture stirred at room temperature for 18 hours. The solvent was removed in vacuo and the mixture purified by MDAP to give the title compound E25 (37 mg), 1H NMR (d6-DMSO) δ 11.52 (1H, s), 8.59 ... Starting materials: COc1ccc(C(=O)O)nc1-c1cccc(Cl)c1, CCC(N)(CC)C(=O)NC. The product is CCC(CC)(NC(=O)c1ccc(OC)c(-c2cccc(Cl)c2)n1)C(=O)NC. As a reaction SMILES: [Cl:1][c:2]1[cH:3][c:4](-[c:8]2[c:9]([O:17][CH3:18])[cH:10][cH:11][c:12]([C:14](=[O:15])[OH:16])[n:13]2)[cH:5][cH:6][cH:7]1.[NH2:19][C:20]([C:21](=[O:22])[NH:23][CH3:24])([CH2:25][CH3:26])[CH2:27][CH3:28]>>[Cl:1][c:2]1[cH:3][c:4](-[c:8]2[c:9]([O:17][CH3:18])[cH:10][cH:11][c:12]([C:14](=[O:16])[NH:19][C:20]([C:21](=[O:22])[NH:23][CH3:24])([CH2:25][CH3:26])[CH2:27][CH3:28])[n:13]2)[cH:5][cH:6][cH:7]1. Reactants: COC(=O)COc1c(CCC(C)C)c(OC)cc(OC)c1C(=O)CCc1ccc(O)c(OC)c1, CO, Cl, [K+], [OH-]. Yields the product COc1cc(CCC(=O)c2c(OC)cc(OC)c(CCC(C)C)c2OCC(=O)O)ccc1O. As a reaction SMILES: [CH3:1][O:2][c:3]1[c:4]([CH2:30][CH2:31][CH:32]([CH3:33])[CH3:34])[c:5]([O:24][CH2:25][C:26](=[O:27])[O:28][CH3:29])[c:6]([C:11]([CH2:12][CH2:13][c:14]2[cH:15][c:16]([O:21][CH3:22])[c:17]([OH:20])[cH:18][cH:19]2)=[O:23])[c:7]([O:9][CH3:10])[cH:8]1.[CH3:38][OH:39].[ClH:37].[K+:36].[OH-:35]>>[CH3:1][O:2][c:3]1[c:4]([CH2:30][CH2:31][CH:32]([CH3:33])[CH3:34])[c:5]([O:24][CH2:25][C:26](=[O:27])[OH:28])[c:6]([C:11]([CH2:12][CH2:13][c:14]2[cH:15][c:16]([O:21][CH3:22])[c:17]([OH:20])[cH:18][cH:19]2)=[O:23])[c:7]([O:9][CH3:10])[cH:8]1. Reactants: FC1=C(C=CC(=C1)[N+](=O)[O-])N1C=C(C(C2=CC(=C(C=C12)N1CCN(CC1)CC(=O)C1=CC=C(C=C1)OC)F)=O)C(=O)O (1-(2-fluoro-4-nitrophenyl)-6-fluoro-7-{4-[2-(4-methoxyphenyl)-2-oxoethyl]-1-piperazinyl}-4-oxo-1,4-dihydroquinoline-3-carboxylic acid). Reagents/catalysts: [Pd] (Pd/C). The solvent is C(C)O (ethanol), [H][H] (hydrogen). Product: NC1=CC(=C(C=C1)N1C=C(C(C2=CC(=C(C=C12)N1CCN(CC1)CC(=O)C1=CC=C(C=C1)OC)F)=O)C(=O)O)F (1-(4-amino-2-fluorophenyl)-6-fluoro-7-{4-[2-(4-methoxyphenyl)-2-oxoethyl]-1-piperazinyl}-4-oxo-1,4-dihydroquinoline-3-carboxylic acid). Yield: 51.0%. RXN SMILES: [F:1][C:2]1[CH:7]=[C:6]([N+:8]([O-])=O)[CH:5]=[CH:4][C:3]=1[N:11]1[C:20]2[C:15](=[CH:16][C:17]([F:38])=[C:18]([N:21]3[CH2:26][CH2:25][N:24]([CH2:27][C:28]([C:30]4[CH:35]=[CH:34][C:33]([O:36][CH3:37])=[CH:32][CH:31]=4)=[O:29])[CH2:23][CH2:22]3)[CH:19]=2)[C:14](=[O:39])[C:13]([C:40]([OH:42])=[O:41])=[CH:12]1>C(O)C.[H][H].[Pd]>[NH2:8][C:6]1[CH:5]=[CH:4][C:3]([N:11]2[C:20]3[C:15](=[CH:16][C:17]([F:38])=[C:18]([N:21]4[CH2:22][CH2:23][N:24]([CH2:27][C:28]([C:30]5[CH:31]=[CH:32][C:33]([O:36][CH3:37])=[CH:34][CH:35]=5)=[O:29])[CH2:25][CH2:26]4)[CH:19]=3)[C:14](=[O:39])[C:13]([C:40]([OH:42])=[O:41])=[CH:12]2)=[C:2]([F:1])[CH:7]=1. Reported procedure: To a suspension of the 1-(2-fluoro-4-nitrophenyl)-6-fluoro-7-{4-[2-(4-methoxyphenyl)-2-oxoethyl]-1-piperazinyl}-4-oxo-1,4-dihydroquinoline-3-carboxylic acid [example 8] (0.58 g, 1 mmol) in ethanol (20 ml) was hydrogenated overnight in hydrogen in the presence of 10% Pd/C (25 mg) at room temperature. The reaction mixture was filtered and the filtrate was evaporated in vacuo to give a solid, the resulting solid was recrystallized from ethanol to afford 1-(4-amino-2-fluorophenyl)-6-fluoro-7-{4-[2-(...